Dataset: the Open Reaction Database (ORD), a public repository of structured organic reaction records. Task: describe an organic reaction: reactants, conditions, products, and yield The reactants are Cc1ccc([N+](=O)[O-])cc1Nc1ncc(-c2cccnc2)o1, CCO, O, O, Cl[Sn]Cl. Product: Cc1ccc(N)cc1Nc1ncc(-c2cccnc2)o1. As a reaction SMILES: [CH3:1][c:2]1[c:3]([NH:11][c:12]2[o:13][c:14](-[c:17]3[cH:18][n:19][cH:20][cH:21][cH:22]3)[cH:15][n:16]2)[cH:4][c:5]([N+:8]([O-:9])=[O:10])[cH:6][cH:7]1.[CH3:28][CH2:29][OH:30].[OH2:23].[OH2:24].[Sn:25]([Cl:26])[Cl:27]>>[CH3:1][c:2]1[c:3]([NH:11][c:12]2[o:13][c:14](-[c:17]3[cH:18][n:19][cH:20][cH:21][cH:22]3)[cH:15][n:16]2)[cH:4][c:5]([NH2:8])[cH:6][cH:7]1. Starting materials: C(=O)(N1C=NC=C1)N1C=NC=C1 (carbonyldiimidazole), C(C)(C)(C)OC(=O)NCCOC1=NOC(=C1C(=O)O)C1=CC=CC=C1 (3-(2-(N-tert-Butoxycarbonylamino)ethoxy)-4-carboxy-5-phenylisoxazole), N (ammonia). The solvent is O1CCCC1 (tetrahydrofuran). Product: C(C)(C)(C)OC(=O)NCCOC1=NOC(=C1C(N)=O)C1=CC=CC=C1 (3-(2-(N-tert-Butoxycarbonylamino)ethoxy)-4-carbamoyl-5-phenylisoxazole). The yield is 100.3%. Reaction SMILES: [C:1]([O:5][C:6]([NH:8][CH2:9][CH2:10][O:11][C:12]1[C:16]([C:17](O)=[O:18])=[C:15]([C:20]2[CH:25]=[CH:24][CH:23]=[CH:22][CH:21]=2)[O:14][N:13]=1)=[O:7])([CH3:4])([CH3:3])[CH3:2].C(N1C=CN=C1)([N:28]1C=CN=C1)=O.N>O1CCCC1>[C:1]([O:5][C:6]([NH:8][CH2:9][CH2:10][O:11][C:12]1[C:16]([C:17](=[O:18])[NH2:28])=[C:15]([C:20]2[CH:25]=[CH:24][CH:23]=[CH:22][CH:21]=2)[O:14][N:13]=1)=[O:7])([CH3:4])([CH3:3])[CH3:2]. Procedure: 3-(2-(N-tert-Butoxycarbonylamino)ethoxy)-4-carboxy-5-phenylisoxazole (0.6 g) was dissolved in tetrahydrofuran (6 ml) and carbonyldiimidazole (0.31 g) was added thereto under ice-cooling with stirring, followed by stirring of the mixture at room temperature for 30 minutes. Aqueous ammonia (1 ml) was added dropwise to the reaction mixture and the mixture was stirred at room temperature for one hour. The reaction mixture was poured into ice-cold water and extracted with ethyl acetate. The organic l... Reactants: O=[N+]([O-])c1ccc(S(=O)(=O)Cl)cc1, Cn1cccc1CCN. The product is Cn1cccc1CCNS(=O)(=O)c1ccc([N+](=O)[O-])cc1. Reaction SMILES: [N+:10](=[O:11])([O-:12])[c:13]1[cH:14][cH:15][c:16]([S:19](=[O:20])(=[O:21])[Cl:22])[cH:17][cH:18]1.[NH2:1][CH2:2][CH2:3][c:4]1[n:5]([CH3:9])[cH:6][cH:7][cH:8]1>>[NH:1]([CH2:2][CH2:3][c:4]1[n:5]([CH3:9])[cH:6][cH:7][cH:8]1)[S:19]([c:16]1[cH:15][cH:14][c:13]([N+:10](=[O:11])[O-:12])[cH:18][cH:17]1)(=[O:20])=[O:21]. Reactants: [Na] (sodium), BrC=1C=C(CBr)C(=CC1)Br (3,6-dibromobenzylbromide), C(C)OC(C(C(=O)OCC)C)=O (diethylmethylmalonate), [OH-].[K+] (KOH), ester. Run in C(C)O (ethanol), C(C)O (ethanol), O (water). Reaction conditions: time 15 minute. Yields the product BrC1=C(C=C(C=C1)Br)CC(C(=O)O)C (3-(2,5-dibromophenyl)-2-methylpropanoic acid), substituted methylmalonic acid. As a reaction SMILES: [Na].C(O[C:5](=O)[CH:6]([CH3:12])[C:7]([O:9]CC)=[O:8])C.[Br:14][C:15]1[CH:16]=[C:17]([C:20]([Br:23])=[CH:21][CH:22]=1)CBr.[OH-].[K+]>C(O)C.O>[Br:14][C:15]1[CH:16]=[CH:17][C:20]([Br:23])=[CH:21][C:22]=1[CH2:5][CH:6]([CH3:12])[C:7]([OH:9])=[O:8] |f:3.4,^1:0|. Procedure: A total of 6.10 g (0.27 mol) of sodium metal were dissolved in 150 ml of dry ethanol in a three-necked round-bottom 1000 ml flask equipped with a reflux condenser, dropping funnel with pressure-equalization, and magnetic stirring bar. To the resulting solution, 45.5 g (0.26 mol) of diethylmethylmalonate in 50 ml of dry ethanol were added dropwise within 10 min. This mixture was stirred for 15 min; then 84.3 g (0.26 mol) of 3,6-dibromobenzylbromide were added by vigorous stirring at such a rate, ... The reactants are FC1=CC=C(C=N1)NC (6-fluoro-N-methylpyridin-3-amine), C(C)(C)[Mg]Cl (isopropyl magnesium chloride), C(C)(C)C1=CC(=NN1)NC=1C2=C(N=C(N1)N1[C@H](CCC1)C(=O)OC)CCC2 ((R)-methyl 1-(4-(5-isopropyl-1H-pyrazol-3-ylamino)-6,7-dihydro-5H-cyclopenta[d]pyrimidin-2-yl)pyrrolidine-2-carboxylate). Solvent: C1CCOC1 (THF), C1CCOC1 (THF), C1CCOC1 (THF). Reaction conditions: temperature 0 celsius, time 20 minute. Product: FC1=CC=C(C=N1)N(C(=O)[C@@H]1N(CCC1)C=1N=C(C2=C(N1)CCC2)NC2=NNC(=C2)C(C)C)C ((R)—N-(6-fluoropyridin-3-yl)-1-(4-(5-isopropyl-1H-pyrazol-3-ylamino)-6,7-dihydro-5H-cyclopenta[d]pyrimidin-2-yl)-N-methylpyrrolidine-2-carboxamide). Yield: 6.8%. RXN SMILES: [F:1][C:2]1[N:7]=[CH:6][C:5]([NH:8][CH3:9])=[CH:4][CH:3]=1.C([Mg]Cl)(C)C.[CH:15]([C:18]1[NH:22][N:21]=[C:20]([NH:23][C:24]2[C:25]3[CH2:41][CH2:40][CH2:39][C:26]=3[N:27]=[C:28]([N:30]3[CH2:34][CH2:33][CH2:32][C@@H:31]3[C:35](OC)=[O:36])[N:29]=2)[CH:19]=1)([CH3:17])[CH3:16]>C1COCC1>[F:1][C:2]1[N:7]=[CH:6][C:5]([N:8]([CH3:9])[C:35]([C@H:31]2[CH2:32][CH2:33][CH2:34][N:30]2[C:28]2[N:29]=[C:24]([NH:23][C:20]3[CH:19]=[C:18]([CH:15]([CH3:17])[CH3:16])[NH:22][N:21]=3)[C:25]3[CH2:41][CH2:40][CH2:39][C:26]=3[N:27]=2)=[O:36])=[CH:4][CH:3]=1. Reported procedure: To a solution of 6-fluoro-N-methylpyridin-3-amine (272 mg, 2.16 mmol) in THF (70 mL) was added isopropyl magnesium chloride solution 2M in THF (1.08 mL, 2.16 mmol) dropwise at 0° C. The mixture was allowed to stir at 0° C. for 20 min. Then, a solution of (R)-methyl 1-(4-(5-isopropyl-1H-pyrazol-3-ylamino)-6,7-dihydro-5H-cyclopenta[d]pyrimidin-2-yl)pyrrolidine-2-carboxylate (200 mg, 0.54 mmol) in THF (3 mL) was added and the reaction mixture was allowed to stir at RT for 2 h. The reaction was quen... Reactants: BrC1=C(C#N)C=C(C(=C1)C)[N+](=O)[O-] (2-bromo-4-methyl-5-nitro-benzonitrile), COC1=CC=C(C=C1)B(O)O (4-methoxyphenyl boronic acid), C([O-])([O-])=O.[K+].[K+] (potassium carbonate). The reagents and catalysts are C1=CC=C(C=C1)P([C-]2C=CC=C2)C3=CC=CC=C3.C1=CC=C(C=C1)P([C-]2C=CC=C2)C3=CC=CC=C3.Cl[Pd]Cl.[Fe+2] ([1,1′-bis(diphenylphosphino)ferrocene]dichloropalladium(II)). Solvent: CCO (EtOH), C1(=CC=CC=C1)C (toluene). Reaction conditions: temperature 80 celsius. The product is COC1=CC=C(C=C1)C=1C(=CC(=C(C1)C)[N+](=O)[O-])C#N (4′-Methoxy-5-methyl-4-nitro-biphenyl-2-carbonitrile). The yield is 24.9%. Reaction SMILES: Br[C:2]1[CH:9]=[C:8]([CH3:10])[C:7]([N+:11]([O-:13])=[O:12])=[CH:6][C:3]=1[C:4]#[N:5].[CH3:14][O:15][C:16]1[CH:21]=[CH:20][C:19](B(O)O)=[CH:18][CH:17]=1.C(=O)([O-])[O-].[K+].[K+]>CCO.C1(C)C=CC=CC=1.C1C=CC(P(C2C=CC=CC=2)[C-]2C=CC=C2)=CC=1.C1C=CC(P(C2C=CC=CC=2)[C-]2C=CC=C2)=CC=1.Cl[Pd]Cl.[Fe+2]>[CH3:14][O:15][C:16]1[CH:21]=[CH:20][C:19]([C:2]2[C:3]([C:4]#[N:5])=[CH:6][C:7]([N+:11]([O-:13])=[O:12])=[C:8]([CH3:10])[CH:9]=2)=[CH:18][CH:17]=1 |f:2.3.4,7.8.9.10|. Reported procedure: A mixture of 2-bromo-4-methyl-5-nitro-benzonitrile (522.0 mg, 2.17 mmol), 4-methoxyphenyl boronic acid (329.0 mg, 2.17 mmol) and 2N aqueous potassium carbonate (6.56 mL, 13.1 mmol) in EtOH (6 mL) and toluene (3 mL) was degassed with N2 for 5 minutes, treated with [1,1′-bis(diphenylphosphino)ferrocene]dichloropalladium(II) (180.0 mg, 0.22 mmol), and degassed with N2 for an additional 5 minutes. The reaction mixture was sealed and heated to 80° C. for 3 hours. The reaction was cooled to room tempe...